From a dataset of the Open Reaction Database (ORD), a public repository of structured organic reaction records. describe an organic reaction: reactants, conditions, products, and yield Reactants: ClC1=CC=NC2=CC(=CC=C12)Cl (4.7-dichloroquinoline), C1(=CC=CC=C1)O (phenol), C12(CC3CC(CC(C1)C3)C2)NCCCN (3-adamantylaminopropylamine), [OH-].[K+] (KOH), aimed-at product, ClC1=CC=C2C(=CC=NC2=C1)NC12CC3CC(CC(C1)C3)C2 (7-chloro-4-adamantylaminoquinoline), NC12CC3CC(CC(C1)C3)C2 (1-aminoadamantane), ClC1=CC=NC2=CC(=CC=C12)Cl (4.7-dichloroquinoline). The solvent is CO (methanol). Yields the product ClC1=CC=C2C=C(C(=NC2=C1)CCCN)NC12CC3CC(CC(C1)C3)C2 (7-chloro-(3-adamantylamino)-aminopropylquinoline). Isolated yield 6.0%. RXN SMILES: Cl[C:2]1[C:11]2[C:6](=[CH:7][C:8]([Cl:12])=[CH:9][CH:10]=2)[N:5]=[CH:4][CH:3]=1.C1(O)C=CC=CC=1.[C:20]12([NH:30]CCCN)[CH2:29][CH:24]3[CH2:25][CH:26]([CH2:28][CH:22]([CH2:23]3)[CH2:21]1)[CH2:27]2.[NH2:35][C:36]12CC3CC(C[CH:38](C3)[CH2:37]1)C2.ClC1C=C2C(C(NC34CC5CC(CC(C5)C3)C4)=CC=N2)=CC=1.[OH-].[K+]>CO>[Cl:12][C:8]1[CH:7]=[C:6]2[C:11]([CH:2]=[C:3]([NH:30][C:20]34[CH2:27][CH:26]5[CH2:25][CH:24]([CH2:23][CH:22]([CH2:28]5)[CH2:21]3)[CH2:29]4)[C:4]([CH2:38][CH2:37][CH2:36][NH2:35])=[N:5]2)=[CH:10][CH:9]=1 |f:5.6|. Procedure: 4.7-dichloroquinoline (0.29 g), 1 g of phenol and 0.6 g of impure (containing 1-aminoadamantane) 3-adamantylaminopropylamine were heated at 120° C. for 3 hours. By g.c-m.s. analysis it was found that the mixture contained besides the aimed—at product, 1-aminoadamantane, some 4.7-dichloroquinoline and a product which is by its mass spectrum 7-chloro-4-adamantylaminoquinoline (M+=312.5). The mixture was dissolved in several ml of methanol, poured into 50 ml of 10% KOH and extracted with t-butyl me... The reactants are CCOC(=O)CBr, CN(C)C=O, [H-], [Na+], CC1(c2cccc3ccccc23)NC(=O)N(CCCc2cn(C(c3ccccc3)(c3ccccc3)c3ccccc3)cn2)C1=O. The product is CCOC(=O)CN1C(=O)N(CCCc2cn(C(c3ccccc3)(c3ccccc3)c3ccccc3)cn2)C(=O)C1(C)c1cccc2ccccc12. RXN SMILES: [Br:46][CH2:47][C:48](=[O:49])[O:50][CH2:51][CH3:52].[CH3:55][N:56]([CH3:57])[CH:58]=[O:59].[H-:53].[Na+:54].[c:1]1([C:7]([n:8]2[cH:9][n:10][c:11]([CH2:13][CH2:14][CH2:15][N:16]3[C:17](=[O:33])[NH:18][C:19]([c:22]4[cH:23][cH:24][cH:25][c:26]5[cH:27][cH:28][cH:29][cH:30][c:31]45)([CH3:32])[C:20]3=[O:21])[cH:12]2)([c:34]2[cH:35][cH:36][cH:37][cH:38][cH:39]2)[c:40]2[cH:41][cH:42][cH:43][cH:44][cH:45]2)[cH:2][cH:3][cH:4][cH:5][cH:6]1>>[c:1]1([C:7]([n:8]2[cH:9][n:10][c:11]([CH2:13][CH2:14][CH2:15][N:16]3[C:17](=[O:33])[N:18]([CH2:47][C:48](=[O:49])[O:50][CH2:51][CH3:52])[C:19]([c:22]4[cH:23][cH:24][cH:25][c:26]5[cH:27][cH:28][cH:29][cH:30][c:31]45)([CH3:32])[C:20]3=[O:21])[cH:12]2)([c:34]2[cH:35][cH:36][cH:37][cH:38][cH:39]2)[c:40]2[cH:41][cH:42][cH:43][cH:44][cH:45]2)[cH:2][cH:3][cH:4][cH:5][cH:6]1. Reactants: Mercuric oxide, FC1=CC=C(C=C1)S(=O)(=O)N1[C@@H](CCCC1)C(=O)NNC(N)=S (2-((2S)-1-[(4-fluorophenyl)sulfonyl]-2-piperidylcarbonyl)-1-hydrazinecarbothioamide). The solvent is O1CCOCC1 (1,4-dioxane). Run at time 4 hour. Product: NC=1OC(=NN1)[C@H]1N(CCCC1)S(=O)(=O)C1=CC=C(C=C1)F (2-amino-5-[(2S)-1-[(4-fluorophenyl)sulfonyl]-2-piperidyl]-1,3,4-oxadiazole). Isolated yield 41.6%. RXN SMILES: [F:1][C:2]1[CH:7]=[CH:6][C:5]([S:8]([N:11]2[CH2:16][CH2:15][CH2:14][CH2:13][C@H:12]2[C:17]([NH:19][NH:20][C:21](=S)[NH2:22])=[O:18])(=[O:10])=[O:9])=[CH:4][CH:3]=1>O1CCOCC1>[NH2:22][C:21]1[O:18][C:17]([C@@H:12]2[CH2:13][CH2:14][CH2:15][CH2:16][N:11]2[S:8]([C:5]2[CH:6]=[CH:7][C:2]([F:1])=[CH:3][CH:4]=2)(=[O:10])=[O:9])=[N:19][N:20]=1. Procedure: Mercuric oxide (204 mg) was added to a solution of 2-((2S)-1-[(4-fluorophenyl)sulfonyl]-2-piperidylcarbonyl)-1-hydrazinecarbothioamide (170 mg) [see Preparation 45] in 1,4-dioxane (5 ml). The reaction mixture was heated under reflux and stirred for 4 hours. The resulting suspension was filtered through a plug of ARBOCEL (trade mark) filter aid, washing with dichloromethane:methanol (90:10, by volume). The filtrate was evaporated under reduced pressure and purified by column chromatography on sil... Starting materials: CC(C)(C)C1=CC=C(C=C1C1=C(C=CC(=C1)OC)F)COC1=CC=C(C=C1)[C@@H](CC(=O)OCC)C(=C)C (Ethyl (3S)-3-(4-(((6-(1,1-dimethylethyl)-2′-fluoro-5′-(methyloxy)-1,1′-biphenyl-3-yl)methyl)oxy)phenyl)-4-methyl-4-pentenoate), CCO (EtOH), C1CCOC1 (THF), [OH-].[Na+] (sodium hydroxide). Run at time 18 hour. Product: CC(C)(C)C1=CC=C(C=C1C1=C(C=CC(=C1)OC)F)COC1=CC=C(C=C1)[C@@H](CC(=O)O)C(=C)C ((3S)-3-(4-(((6-(1,1-Dimethylethyl)-2′-fluoro-5′-(methyloxy)-1,1′-biphenyl-3-yl)methyl)oxy)phenyl)-4-methyl-4-pentenoic acid). Isolated yield 79.5%. RXN SMILES: [CH3:1][C:2]([C:5]1[C:10]([C:11]2[CH:16]=[C:15]([O:17][CH3:18])[CH:14]=[CH:13][C:12]=2[F:19])=[CH:9][C:8]([CH2:20][O:21][C:22]2[CH:27]=[CH:26][C:25]([C@H:28]([C:35]([CH3:37])=[CH2:36])[CH2:29][C:30]([O:32]CC)=[O:31])=[CH:24][CH:23]=2)=[CH:7][CH:6]=1)([CH3:4])[CH3:3].CCO.C1COCC1.[OH-].[Na+]>>[CH3:4][C:2]([C:5]1[C:10]([C:11]2[CH:16]=[C:15]([O:17][CH3:18])[CH:14]=[CH:13][C:12]=2[F:19])=[CH:9][C:8]([CH2:20][O:21][C:22]2[CH:23]=[CH:24][C:25]([C@H:28]([C:35]([CH3:37])=[CH2:36])[CH2:29][C:30]([OH:32])=[O:31])=[CH:26][CH:27]=2)=[CH:7][CH:6]=1)([CH3:1])[CH3:3] |f:3.4|. Procedure details: To a stirred solution of 17.2 (0.048 g, 0.095 mmol) in EtOH (2.00 mL, 0.087 mmol) and THF (2.00 mL, 0.087 mmol) at 23° C. was added a solution of 1 M sodium hydroxide (1.00 mL, 1.0 mmol). Stirring was continued for 18 hours. The resulting reaction was concentrated in vacuo. 1 N HCl was added to bring the pH to 1, and the resulting mixture was extracted with EtOAc, dried over MgSO4, and concentrated. The crude product was purified by silica gel flash chromatography (0-20% EtOAc/hexane) to afford ... The reactants are ClCCl, CC(C)Oc1cc(-n2c(=O)n3n(c2=S)CCCC3)c(F)cc1Cl, O=S(=O)(O)O. The product is O=c1n(-c2cc(O)c(Cl)cc2F)c(=S)n2n1CCCC2. As a reaction SMILES: [CH2:29]([Cl:30])[Cl:31].[Cl:6][c:7]1[cH:8][c:9]([F:28])[c:10](-[n:17]2[c:18](=[S:27])[n:19]3[n:20]([c:25]2=[O:26])[CH2:21][CH2:22][CH2:23][CH2:24]3)[cH:11][c:12]1[O:13][CH:14]([CH3:15])[CH3:16].[S:1](=[O:2])(=[O:3])([OH:4])[OH:5]>>[Cl:6][c:7]1[cH:8][c:9]([F:28])[c:10](-[n:17]2[c:18](=[S:27])[n:19]3[n:20]([c:25]2=[O:26])[CH2:21][CH2:22][CH2:23][CH2:24]3)[cH:11][c:12]1[OH:13]. Reactants: C(CCCCCCCCCCC)OC1=CC=C(C=O)C=C1 (4-Dodecyloxybenzaldehyde), C(C)(=O)[O-].[NH4+] (ammonium acetate), [N+](=O)([O-])C (nitromethane). Run at temperature 105 celsius. Product: [N+](=O)([O-])C=CC1=CC=C(C=C1)OCCCCCCCCCCCC (1-Nitro-2-(4-dodecyloxyphenyl)ethene). RXN SMILES: [CH2:1]([O:13][C:14]1[CH:21]=[CH:20][C:17]([CH:18]=O)=[CH:16][CH:15]=1)[CH2:2][CH2:3][CH2:4][CH2:5][CH2:6][CH2:7][CH2:8][CH2:9][CH2:10][CH2:11][CH3:12].C([O-])(=O)C.[NH4+].[N+:27]([CH3:30])([O-:29])=[O:28]>>[N+:27]([CH:30]=[CH:18][C:17]1[CH:20]=[CH:21][C:14]([O:13][CH2:1][CH2:2][CH2:3][CH2:4][CH2:5][CH2:6][CH2:7][CH2:8][CH2:9][CH2:10][CH2:11][CH3:12])=[CH:15][CH:16]=1)([O-:29])=[O:28] |f:1.2|. Reported procedure: 4-Dodecyloxybenzaldehyde (7.91 g; 27.25 mmol), ammonium acetate (1.57 g; 20.4 mmol) and nitromethane (2.57 ml; 48 mmol) are mixed together and the mixture is heated for 1.5 hours at 105° C. Cooling to 25° C. and extraction with tert-butyl methyl ether (50 ml) are then carried out, and the organic phase is dried over Na2SO4. After filtration, concentration to dryness by evaporation is carried out and the residue is suspended in methanol (80 ml). Filtration is then carried out, and the pale yellow... Yields the product Nc1ccc2oc(CN3CCCC3)nc2c1. RXN SMILES: [CH2:19]([OH:20])[CH3:21].[Cl:22][CH2:23][Cl:24].[N+:1]([O-:2])(=[O:3])[c:4]1[cH:5][cH:6][c:7]2[c:8]([n:9][c:10]([CH2:12][N:13]3[CH2:14][CH2:15][CH2:16][CH2:17]3)[o:11]2)[cH:18]1>>[NH2:1][c:4]1[cH:5][cH:6][c:7]2[c:8]([n:9][c:10]([CH2:12][N:13]3[CH2:14][CH2:15][CH2:16][CH2:17]3)[o:11]2)[cH:18]1. The reactants are CCO, ClCCl, O=[N+]([O-])c1ccc2oc(CN3CCCC3)nc2c1. Starting materials: CC1=N[SiH](C)[Si](C)(C)C(C)=C1C, CC(=O)O, CC=O, [Li]CCCC, C1CCOC1, O=C(O)C1=C(Sc2ccccc2)CC2CC(=O)C12. Yields the product CC(O)C1C(=O)C2C(C(=O)O)=C(Sc3ccccc3)CC21. As a reaction SMILES: [CH3:1][Si:2]1([CH3:3])[C:4]([CH3:5])=[C:6]([CH3:7])[C:8]([CH3:9])=[N:10][SiH:11]1[CH3:12].[CH3:44][C:45](=[O:46])[OH:47].[CH:36]([CH3:37])=[O:38].[Li:13][CH2:14][CH2:15][CH2:16][CH3:17].[O:39]1[CH2:40][CH2:41][CH2:42][CH2:43]1.[c:18]1([S:24][C:25]2=[C:26]([C:33](=[O:34])[OH:35])[CH:27]3[C:28](=[O:32])[CH2:29][CH:30]3[CH2:31]2)[cH:19][cH:20][cH:21][cH:22][cH:23]1>>[c:18]1([S:24][C:25]2=[C:26]([C:33](=[O:34])[OH:35])[CH:27]3[C:28](=[O:32])[CH:29]([CH:36]([CH3:37])[OH:38])[CH:30]3[CH2:31]2)[cH:19][cH:20][cH:21][cH:22][cH:23]1.